From a dataset of the Open Reaction Database (ORD), a public repository of structured organic reaction records. describe an organic reaction: reactants, conditions, products, and yield Starting materials: CC1COCCN1c1nc(N2CCOCC2C)c2ccc(-c3ccnc(N)c3)nc2n1, CC(=O)OC(C)=O, c1ccncc1. The product is CC(=O)Nc1cc(-c2ccc3c(N4CCOCC4C)nc(N4CCOCC4C)nc3n2)ccn1. Reaction SMILES: [CH3:1][CH:2]1[CH2:3][O:4][CH2:5][CH2:6][N:7]1[c:8]1[n:9][c:10]([N:25]2[CH:26]([CH3:31])[CH2:27][O:28][CH2:29][CH2:30]2)[c:11]2[c:12]([n:13]1)[n:14][c:15](-[c:18]1[cH:19][c:20]([NH2:24])[n:21][cH:22][cH:23]1)[cH:16][cH:17]2.[CH3:32][C:33](=[O:34])[O:35][C:36](=[O:37])[CH3:38].[cH:39]1[cH:40][cH:41][n:42][cH:43][cH:44]1>>[CH3:1][CH:2]1[CH2:3][O:4][CH2:5][CH2:6][N:7]1[c:8]1[n:9][c:10]([N:25]2[CH:26]([CH3:31])[CH2:27][O:28][CH2:29][CH2:30]2)[c:11]2[c:12]([n:13]1)[n:14][c:15](-[c:18]1[cH:19][c:20]([NH:24][C:33]([CH3:32])=[O:34])[n:21][cH:22][cH:23]1)[cH:16][cH:17]2. Solvent: C(C)O (ethanol). Conditions: temperature 80 celsius. Procedure details: To a solution of tert-butyl(1-(4-(6-(bis(methylthio)methylene)-5-oxo-3-phenyl-5,6,7,8-tetrahydroquinolin-2-yl)phenyl)cyclobutyl)carbamate (100 mg, 0.18 mmol) in ethanol (873 μl) was added morpholine (76 μl, 0.87 mmol) and the mixture heated to 80° C. under a nitrogen atmosphere for 2 hours. Hydrazine monohydrate (12.7 μl, 0.26 mmol) was added and the mixture heated to 80° C. for 1 hour. Further hydrazine monohydrate (72 μl, 1.48 mmol) was added and the mixture heated to 80° C. for 18 hours. The ... Yield: 28.8%. Starting materials: C(C)(C)(C)OC(NC1(CCC1)C1=CC=C(C=C1)C1=NC=2CCC(C(C2C=C1C1=CC=CC=C1)=O)=C(SC)SC)=O (tert-butyl(1-(4-(6-(bis(methylthio)methylene)-5-oxo-3-phenyl-5,6,7,8-tetrahydroquinolin-2-yl)phenyl)cyclobutyl)carbamate), N1CCOCC1 (morpholine), O.NN (hydrazine monohydrate), O.NN (Hydrazine monohydrate). Product: C(C)(C)(C)OC(NC1(CCC1)C1=CC=C(C=C1)C1=NC=2CCC=3C(C2C=C1C1=CC=CC=C1)=NNC3N3CCOCC3)=O (tert-butyl(1-(4-(3-morpholino-8-phenyl-4,5-dihydro-2H-pyrazolo[3,4-f]quinolin-7-yl)phenyl)cyclobutyl)carbamate). RXN SMILES: [C:1]([O:5][C:6](=[O:40])[NH:7][C:8]1([C:12]2[CH:17]=[CH:16][C:15]([C:18]3[C:27]([C:28]4[CH:33]=[CH:32][CH:31]=[CH:30][CH:29]=4)=[CH:26][C:25]4[C:24](=O)[C:23](=[C:35](SC)SC)[CH2:22][CH2:21][C:20]=4[N:19]=3)=[CH:14][CH:13]=2)[CH2:11][CH2:10][CH2:9]1)([CH3:4])([CH3:3])[CH3:2].[NH:41]1[CH2:46][CH2:45][O:44][CH2:43][CH2:42]1.O.[NH2:48][NH2:49]>C(O)C>[C:1]([O:5][C:6](=[O:40])[NH:7][C:8]1([C:12]2[CH:17]=[CH:16][C:15]([C:18]3[C:27]([C:28]4[CH:29]=[CH:30][CH:31]=[CH:32][CH:33]=4)=[CH:26][C:25]4[C:24]5=[N:48][NH:49][C:35]([N:41]6[CH2:46][CH2:45][O:44][CH2:43][CH2:42]6)=[C:23]5[CH2:22][CH2:21][C:20]=4[N:19]=3)=[CH:14][CH:13]=2)[CH2:9][CH2:10][CH2:11]1)([CH3:3])([CH3:4])[CH3:2] |f:2.3|. Starting materials: ClC=1C=C(C=CC1)C1CCN(CC1)C1=NC2=CC=C(C=C2N=C1C1=CC=C(C=C1)F)C(=O)OC (methyl 2-(4-(3-chlorophenyl)piperidin-1-yl)-3-(4-fluorophenyl)quinoxaline-6-carboxylate), [OH-].[Na+] (sodium hydroxide), Cl (hydrochloric acid). The solvent is O (water), CO (methanol). Product: ClC=1C=C(C=CC1)C1CCN(CC1)C1=NC2=CC=C(C=C2N=C1C1=CC=C(C=C1)F)C(=O)O (2-(4-(3-Chlorophenyl)piperidin-1-yl)-3-(4-fluorophenyl)quinoxaline-6-carboxylic acid). As a reaction SMILES: [Cl:1][C:2]1[CH:3]=[C:4]([CH:8]2[CH2:13][CH2:12][N:11]([C:14]3[C:23]([C:24]4[CH:29]=[CH:28][C:27]([F:30])=[CH:26][CH:25]=4)=[N:22][C:21]4[C:16](=[CH:17][CH:18]=[C:19]([C:31]([O:33]C)=[O:32])[CH:20]=4)[N:15]=3)[CH2:10][CH2:9]2)[CH:5]=[CH:6][CH:7]=1.[OH-].[Na+].Cl>CO.O>[Cl:1][C:2]1[CH:3]=[C:4]([CH:8]2[CH2:9][CH2:10][N:11]([C:14]3[C:23]([C:24]4[CH:25]=[CH:26][C:27]([F:30])=[CH:28][CH:29]=4)=[N:22][C:21]4[C:16](=[CH:17][CH:18]=[C:19]([C:31]([OH:33])=[O:32])[CH:20]=4)[N:15]=3)[CH2:12][CH2:13]2)[CH:5]=[CH:6][CH:7]=1 |f:1.2|. Procedure details: Into a 50-mL round-bottom flask, was placed a solution of methyl 2-(4-(3-chlorophenyl)piperidin-1-yl)-3-(4-fluorophenyl)quinoxaline-6-carboxylate (137.2 mg, 0.28 mmol, 1.00 equiv, 98%) in methanol (20 mL). This was followed by the addition of a solution of sodium hydroxide (57.8 mg, 1.45 mmol, 5.00 equiv) in water (2 mL), which was added dropwise with stirring. The resulting solution was stirred for overnight at 50° C. in an oil bath. The pH value of the solution was adjusted to 3-4 with 1N hydr... Starting materials: CCOC(=O)C (EtOAc), ClC1=CC(NN=C1C1=CC=CC=C1)=O (5-chloro-6-phenylpyridazin-3(2H)-one), C(=O)([O-])[O-].[K+].[K+] (K2CO3), BrCC1=CC=C(C=C1)OC (1-(bromomethyl)-4-methoxybenzene). Run in [Cl-].[Na+].O (brine), CN(C)C=O (DMF). Run at time 8 hour. Yields the product COC1=CC(N(N=C1)CC1=CC=C(C=C1)OC)=O (5-methoxy-2-(4-methoxybenzyl)pyridazin-3(2H)-one). Reaction SMILES: Cl[C:2]1[C:7](C2C=CC=CC=2)=[N:6][NH:5][C:4](=[O:14])[CH:3]=1.[C:15]([O-])([O-])=[O:16].[K+].[K+].Br[CH2:22][C:23]1[CH:28]=[CH:27][C:26]([O:29][CH3:30])=[CH:25][CH:24]=1.CCOC(C)=O>CN(C=O)C.[Cl-].[Na+].O>[CH3:15][O:16][C:2]1[CH:7]=[N:6][N:5]([CH2:22][C:23]2[CH:28]=[CH:27][C:26]([O:29][CH3:30])=[CH:25][CH:24]=2)[C:4](=[O:14])[CH:3]=1 |f:1.2.3,7.8.9|. Reported procedure: To a stirring solution of 5-chloro-6-phenylpyridazin-3(2H)-one (78 mg, 0.618 mmol) in DMF (3 mL) at room temperature under argon was added K2CO3 (256 mg, 1.855 mmol), and was followed by addition of 1-(bromomethyl)-4-methoxybenzene (149 mg, 0.742 mmol). The resulting reaction mixture was stirred at room temperature overnight. EtOAc (20 mL) and brine (30 mL) were added to the reaction mixture. Layers were separated. Organic layer were washed with water (15 mL), and brine (15 mL). Organic phase wa...